This data is from the Open Reaction Database (ORD), a public repository of structured organic reaction records. The task is: describe an organic reaction: reactants, conditions, products, and yield The reactants are C(C)(C)(C)OC(=O)N1CCN(CC1)C(=O)C1=C(N(C2=C(N=CC=C21)Cl)C2=CC=CC=C2)OC2=C(C=CC(=C2)F)C (4-[7-Chloro-2-(5-fluoro-2-methyl-phenoxy)-1-phenyl-1H-pyrrolo[2,3-c]pyridine-3-carbonyl]-piperazine-1-carboxylic acid tert-butyl ester), Cl.Cl.ClC=1N=CC=C2C1N(C(=C2C(=O)N2CCNCC2)OC2=C(C=CC(=C2)F)C)C2=CC=CC=C2 ([7-chloro-2-(5-fluoro-2-methyl-phenoxy)-1-phenyl-1H-pyrrolo[2,3-c]pyridin-3-yl]-piperazin-1-yl-methanone dihydrochloride), Cl (hydrochloric acid). Run at time 8 hour. Yields the product ClC=1N=CC=C2C1N(C(=C2C(=O)N2CCNCC2)OC2=C(C=CC(=C2)F)C)C2=CC=CC=C2 ([7-Chloro-2-(5-fluoro-2-methyl-phenoxy)-1-phenyl-1H-pyrrolo[2,3-c]pyridin-3-yl]-piperazin-1-yl-methanone). Isolated yield 111.0%. As a reaction SMILES: C(OC([N:8]1[CH2:13][CH2:12][N:11]([C:14]([C:16]2[C:24]3[C:19](=[C:20]([Cl:25])[N:21]=[CH:22][CH:23]=3)[N:18]([C:26]3[CH:31]=[CH:30][CH:29]=[CH:28][CH:27]=3)[C:17]=2[O:32][C:33]2[CH:38]=[C:37]([F:39])[CH:36]=[CH:35][C:34]=2[CH3:40])=[O:15])[CH2:10][CH2:9]1)=O)(C)(C)C.Cl.Cl.Cl.ClC1N=CC=C2C(C(N3CCNCC3)=O)=C(OC3C=C(F)C=CC=3C)N(C3C=CC=CC=3)C=12>>[Cl:25][C:20]1[N:21]=[CH:22][CH:23]=[C:24]2[C:16]([C:14]([N:11]3[CH2:12][CH2:13][NH:8][CH2:9][CH2:10]3)=[O:15])=[C:17]([O:32][C:33]3[CH:38]=[C:37]([F:39])[CH:36]=[CH:35][C:34]=3[CH3:40])[N:18]([C:26]3[CH:27]=[CH:28][CH:29]=[CH:30][CH:31]=3)[C:19]=12 |f:2.3.4|. Procedure details: The compound of step 6 (35 mg, 62 μmol) was reacted analogously as described in example 5, step 2. Dissolution of the obtained solid in a small quantity of MOH, addition of hydrochloric acid (0.1 M) and lyophilization overnight yielded 32 mg of the title compound in the form of the [7-chloro-2-(5-fluoro-2-methyl-phenoxy)-1-phenyl-1H-pyrrolo[2,3-c]pyridin-3-yl]-piperazin-1-yl-methanone dihydrochloride. Reactants: C(#N)C(NC(=O)C1=NC=C(C(=C1)O[C@H](C(F)(F)F)C)C1CC1)C1(COC1)C (N-[cyano-(3-methyloxetan-3-yl)methyl]-5-cyclopropyl-4-[(1S)-2,2,2-trifluoro-1-methyl-ethoxy]pyridine-2-carboxamide), aqueous solution, [OH-].[Na+] (sodium hydroxide), OO (H2O2), aqueous solution. Run in C(C)O (ethanol). Reaction conditions: time 8 hour. The product is NC(C(C1(COC1)C)NC(=O)C1=NC=C(C(=C1)O[C@H](C(F)(F)F)C)C1CC1)=O (N-[2-amino-1-(3-methyloxetan-3-yl)-2-oxoethyl]-5-cyclopropyl-4-[(2S)-1,1,1-trifluoropropan-2-yl]oxypyridine-2-carboxamide). As a reaction SMILES: [C:1]([CH:3]([C:23]1([CH3:27])[CH2:26][O:25][CH2:24]1)[NH:4][C:5]([C:7]1[CH:12]=[C:11]([O:13][C@@H:14]([CH3:19])[C:15]([F:18])([F:17])[F:16])[C:10]([CH:20]2[CH2:22][CH2:21]2)=[CH:9][N:8]=1)=[O:6])#[N:2].[OH-:28].[Na+].OO>C(O)C>[NH2:2][C:1](=[O:28])[CH:3]([NH:4][C:5]([C:7]1[CH:12]=[C:11]([O:13][C@@H:14]([CH3:19])[C:15]([F:16])([F:18])[F:17])[C:10]([CH:20]2[CH2:21][CH2:22]2)=[CH:9][N:8]=1)=[O:6])[C:23]1([CH3:27])[CH2:26][O:25][CH2:24]1 |f:1.2|. Procedure details: To a solution of N-[cyano-(3-methyloxetan-3-yl)methyl]-5-cyclopropyl-4-[(1S)-2,2,2-trifluoro-1-methyl-ethoxy]pyridine-2-carboxamide (example 251c, 0.17 g, 443 μmol) in ethanol (3 ml) was added a 4M aqueous solution of sodium hydroxide (554 μl, 2.22 mmol) and H2O2 35% aqueous solution (215 mg, 190 μl, 2.22 mmol). The reaction mixture was stirred at room temperature overnight. The reaction was then concentrated in vacuo and diluted with ethyl acetate. The organic phase was extracted with a 1M aque... Starting materials: [Li]CCCC, Cc1nnnn1C, CN(C)P(=O)(N(C)C)N(C)C, [Cl-], CCOC(=O)Cl, Cl, [Na+], C1CCOC1. Product: CCOC(=O)Cc1nnnn1C. As a reaction SMILES: [CH2:8]([Li:9])[CH2:10][CH2:11][CH3:12].[CH3:1][n:2]1[n:3][n:4][n:5][c:6]1[CH3:7].[CH3:24][N:25]([P:26]([N:27]([CH3:28])[CH3:29])([N:30]([CH3:31])[CH3:32])=[O:33])[CH3:34].[Cl-:37].[Cl:13][C:14](=[O:15])[O:16][CH2:17][CH3:18].[ClH:35].[Na+:36].[O:19]1[CH2:20][CH2:21][CH2:22][CH2:23]1>>[CH3:1][n:2]1[n:3][n:4][n:5][c:6]1[CH2:7][C:14](=[O:15])[O:16][CH2:17][CH3:18]. Reactants: COc1cc(Cl)c2c(c1)CCN2, CCC(C1CC1)n1cc(Cl)nc(Cl)c1=O, Cl. Yields the product CCC(C1CC1)n1cc(Cl)nc(N2CCc3cc(OC)cc(Cl)c32)c1=O. As a reaction SMILES: [Cl:17][c:18]1[cH:19][c:20]([O:27][CH3:28])[cH:21][c:22]2[c:26]1[NH:25][CH2:24][CH2:23]2.[Cl:1][c:2]1[c:3](=[O:15])[n:4]([CH:9]([CH2:10][CH3:11])[CH:12]2[CH2:13][CH2:14]2)[cH:5][c:6]([Cl:8])[n:7]1.[ClH:16]>>[c:2]1([N:25]2[CH2:24][CH2:23][c:22]3[cH:21][c:20]([O:27][CH3:28])[cH:19][c:18]([Cl:17])[c:26]32)[c:3](=[O:15])[n:4]([CH:9]([CH2:10][CH3:11])[CH:12]2[CH2:13][CH2:14]2)[cH:5][c:6]([Cl:8])[n:7]1. Product: Cc1ccc(C(NC(=O)Cc2ccc(C=O)cc2)c2ccccc2N2CCCCC2)cc1. The reactants are Cc1ccc(C(NC(=O)Cc2ccc(CO)cc2)c2ccccc2N2CCCCC2)cc1, ClC(Cl)Cl, O=[Cr](=O)([O-])Cl, c1cc[nH+]cc1. As a reaction SMILES: [CH3:1][c:2]1[cH:3][cH:4][c:5]([CH:8]([c:9]2[c:10]([N:15]3[CH2:16][CH2:17][CH2:18][CH2:19][CH2:20]3)[cH:11][cH:12][cH:13][cH:14]2)[NH:21][C:22](=[O:23])[CH2:24][c:25]2[cH:26][cH:27][c:28]([CH2:29][OH:30])[cH:31][cH:32]2)[cH:6][cH:7]1.[CH:44]([Cl:45])([Cl:46])[Cl:47].[O:33]=[Cr:34]([Cl:35])([O-:36])=[O:37].[nH+:38]1[cH:39][cH:40][cH:41][cH:42][cH:43]1>>[CH3:1][c:2]1[cH:3][cH:4][c:5]([CH:8]([c:9]2[c:10]([N:15]3[CH2:16][CH2:17][CH2:18][CH2:19][CH2:20]3)[cH:11][cH:12][cH:13][cH:14]2)[NH:21][C:22](=[O:23])[CH2:24][c:25]2[cH:26][cH:27][c:28]([CH:29]=[O:30])[cH:31][cH:32]2)[cH:6][cH:7]1. The reactants are CI, CN(C)C=O, COCCSC(F)(F)C(O)(Cn1cncn1)c1ccc(F)cc1F, [H-], [Na+], O. The product is COCCSC(F)(F)C(Cn1cncn1)(OC)c1ccc(F)cc1F. Reaction SMILES: [CH3:27][I:28].[CH3:30][N:31]([CH3:32])[CH:33]=[O:34].[F:3][c:4]1[c:5]([C:11]([C:12]([S:13][CH2:14][CH2:15][O:16][CH3:17])([F:18])[F:19])([CH2:20][n:21]2[n:22][cH:23][n:24][cH:25]2)[OH:26])[cH:6][cH:7][c:8]([F:10])[cH:9]1.[H-:1].[Na+:2].[OH2:29]>>[F:3][c:4]1[c:5]([C:11]([C:12]([S:13][CH2:14][CH2:15][O:16][CH3:17])([F:18])[F:19])([CH2:20][n:21]2[n:22][cH:23][n:24][cH:25]2)[O:26][CH3:27])[cH:6][cH:7][c:8]([F:10])[cH:9]1. Reactants: O=C([O-])[O-], CC(C)(C#N)NC(=O)c1ccc2ccccc2c1OCc1ccc(C(F)(F)F)nc1, CCO, CCOC(C)=O, Cl, [K+], [K+], NO. Product: CC(C)(NC(=O)c1ccc2ccccc2c1OCc1ccc(C(F)(F)F)nc1)C(=N)NO. As a reaction SMILES: [C:34](=[O:35])([O-:36])[O-:37].[C:4](#[N:5])[C:6]([CH3:7])([CH3:8])[NH:9][C:10](=[O:11])[c:12]1[c:13]([O:22][CH2:23][c:24]2[cH:25][n:26][c:27]([C:30]([F:31])([F:32])[F:33])[cH:28][cH:29]2)[c:14]2[cH:15][cH:16][cH:17][cH:18][c:19]2[cH:20][cH:21]1.[CH3:40][CH2:41][OH:42].[CH3:43][CH2:44][O:45][C:46](=[O:47])[CH3:48].[ClH:1].[K+:38].[K+:39].[NH2:2][OH:3]>>[NH:2]([OH:3])[C:4](=[NH:5])[C:6]([CH3:7])([CH3:8])[NH:9][C:10](=[O:11])[c:12]1[c:13]([O:22][CH2:23][c:24]2[cH:25][n:26][c:27]([C:30]([F:31])([F:32])[F:33])[cH:28][cH:29]2)[c:14]2[cH:15][cH:16][cH:17][cH:18][c:19]2[cH:20][cH:21]1.